This data is from the Open Reaction Database (ORD), a public repository of structured organic reaction records. The task is: describe an organic reaction: reactants, conditions, products, and yield The reactants are BrC=1C=C(C(=O)O)C=CC1F (3-bromo-4-fluorobenzoic acid), crude product, BrC=1C=C(C=CC1F)C(=O)N1CCN(CC1)CC ((3-bromo-4-fluoro-phenyl)-(4-ethyl-piperazin-1-yl)-methanone), C(C)N1CCNCC1 (N-ethylpiperazine), BrC=1C=C(C=CC1F)C(=O)N1CCN(CC1)CC ((3-bromo-4-fluoro-phenyl)-(4-ethyl-piperazin-1-yl)-methanone), COC1=CC=C(CN(C2=NC=C(C=N2)C=2C3=C(N=C(N2)N2CCOCC2)NCC3)CC3=CC=C(C=C3)OC)C=C1 (bis-(4-methoxy-benzyl)-[5-(2-morpholin-4-yl-6,7-dihydro-5H-pyrrolo[2,3-d]pyrimidin-4-yl)-pyrimidin-2-yl]-amine). Yields the product COC1=CC=C(CN(C2=NC=C(C=N2)C=2C3=C(N=C(N2)N2CCOCC2)N(CC3)C=3C=C(C=CC3F)C(=O)N3CCN(CC3)CC)CC3=CC=C(C=C3)OC)C=C1 ({3-[4-{2-[bis-(4-methoxy-benzyl)-amino]-pyrimidin-5-yl}-2-morpholin-4-yl-5,6-dihydro-pyrrolo[2,3-d]pyrimidin-7-yl]-4-fluoro-phenyl}-(4-ethyl-piperazin-1-yl)-methanone). Reaction SMILES: BrC1C=C(C=CC=1F)C(O)=O.C(N1CCNCC1)C.Br[C:21]1[CH:22]=[C:23]([C:28]([N:30]2[CH2:35][CH2:34][N:33]([CH2:36][CH3:37])[CH2:32][CH2:31]2)=[O:29])[CH:24]=[CH:25][C:26]=1[F:27].[CH3:38][O:39][C:40]1[CH:77]=[CH:76][C:43]([CH2:44][N:45]([CH2:67][C:68]2[CH:73]=[CH:72][C:71]([O:74][CH3:75])=[CH:70][CH:69]=2)[C:46]2[N:51]=[CH:50][C:49]([C:52]3[C:53]4[CH2:66][CH2:65][NH:64][C:54]=4[N:55]=[C:56]([N:58]4[CH2:63][CH2:62][O:61][CH2:60][CH2:59]4)[N:57]=3)=[CH:48][N:47]=2)=[CH:42][CH:41]=1>>[CH3:75][O:74][C:71]1[CH:70]=[CH:69][C:68]([CH2:67][N:45]([CH2:44][C:43]2[CH:42]=[CH:41][C:40]([O:39][CH3:38])=[CH:77][CH:76]=2)[C:46]2[N:47]=[CH:48][C:49]([C:52]3[C:53]4[CH2:66][CH2:65][N:64]([C:21]5[CH:22]=[C:23]([C:28]([N:30]6[CH2:35][CH2:34][N:33]([CH2:36][CH3:37])[CH2:32][CH2:31]6)=[O:29])[CH:24]=[CH:25][C:26]=5[F:27])[C:54]=4[N:55]=[C:56]([N:58]4[CH2:63][CH2:62][O:61][CH2:60][CH2:59]4)[N:57]=3)=[CH:50][N:51]=2)=[CH:73][CH:72]=1. Procedure: Using 3-bromo-4-fluorobenzoic acid (200 mg, 0.913 mmol) and N-ethylpiperazine (232 μl, 1.10 mmol) instead of morpholine, amidation was carried out in the same manner as Example 1-D-16, to obtain a crude product (292 mg) of (3-bromo-4-fluoro-phenyl)-(4-ethyl-piperazin-1-yl)-methanone. Using a crude product (81.8 mg) of the obtained (3-bromo-4-fluoro-phenyl)-(4-ethyl-piperazin-1-yl)-methanone instead of (3-bromo-4-fluoro-phenyl)-morpholin-4-yl-methanone, and bis-(4-methoxy-benzyl)-[5-(2-morpholin-... Reactants: ClC=1SC=CC1C1CC(C=2C(=CC=NC2C1)C)=O (7-(2-chlorothiophen-3-yl)-4-methyl-5,6,7,8-tetrahydroquinolin-5-one), C(=N)(N)NN.Cl (aminoguanidine hydrochloride), Cl (hydrochloric acid). The solvent is C(C)O (ethanol). Conditions: temperature 90 celsius, time 14 hour. Yields the product Cl.ClC=1SC=CC1C1CC(C=2C(=CC=NC2C1)C)=NNC(=N)N (7-(2-chlorothiophen-3-yl)-5-guanidinoimino-4-methyl-5,6,7,8-tetrahydroquinoline hydrochloride). Yield: 151.0%. RXN SMILES: [Cl:1][C:2]1[S:3][CH:4]=[CH:5][C:6]=1[CH:7]1[CH2:16][C:15]2[N:14]=[CH:13][CH:12]=[C:11]([CH3:17])[C:10]=2[C:9](=O)[CH2:8]1.[C:19]([NH:22][NH2:23])([NH2:21])=[NH:20].Cl.Cl>C(O)C>[ClH:1].[Cl:1][C:2]1[S:3][CH:4]=[CH:5][C:6]=1[CH:7]1[CH2:16][C:15]2[N:14]=[CH:13][CH:12]=[C:11]([CH3:17])[C:10]=2[C:9](=[N:23][NH:22][C:19]([NH2:21])=[NH:20])[CH2:8]1 |f:1.2,5.6|. Reported procedure: A mixture of 7-(2-chlorothiophen-3-yl)-4-methyl-5,6,7,8-tetrahydroquinolin-5-one (147 mg), aminoguanidine hydrochloride (63 mg) and concentrated hydrochloric acid (0.1 ml) in ethanol (3 ml) was stirred at 90° C. (bath temperature) for 14 hours. The reaction solution was cooled, and precipitated crystals were filtered, washed with ethanol and dried to give 7-(2-chlorothiophen-3-yl)-5-guanidinoimino-4-methyl-5,6,7,8-tetrahydroquinoline hydrochloride (Compound 101) (148 mg) as colorless crystals. Reactants: NCCCC1=NC2=C(N1)C=CC(=C2)C=2C(CC(NN2)=O)C (6-[2-(3-aminopropyl)-1H-benzimidazol-5-yl]-4,5-dihydro-5-methyl-3(2H)-pyridazinone), C(C)(=O)OC(C)=O (acetic anhydride). Run in C(C)(=O)O (acetic acid). Product: C(C)(=O)NCCCC1=NC2=C(N1)C=CC(=C2)C=2C(CC(NN2)=O)C (6-[2-(3-acetamidopropyl)-1H-benzimidazol-5-yl]-4,5-dihydro-5-methyl-3(2H)-pyridazinone). Yield: 89.0%. RXN SMILES: [NH2:1][CH2:2][CH2:3][CH2:4][C:5]1[NH:9][C:8]2[CH:10]=[CH:11][C:12]([C:14]3[CH:15]([CH3:21])[CH2:16][C:17](=[O:20])[NH:18][N:19]=3)=[CH:13][C:7]=2[N:6]=1.[C:22](OC(=O)C)(=[O:24])[CH3:23]>C(O)(=O)C>[C:22]([NH:1][CH2:2][CH2:3][CH2:4][C:5]1[NH:9][C:8]2[CH:10]=[CH:11][C:12]([C:14]3[CH:15]([CH3:21])[CH2:16][C:17](=[O:20])[NH:18][N:19]=3)=[CH:13][C:7]=2[N:6]=1)(=[O:24])[CH3:23]. Procedure details: ##STR59## 050 g (1.75 mmol) of 6-[2-(3-aminopropyl)-1H-benzimidazol-5-yl]-4,5-dihydro-5-methyl-3(2H)-pyridazinone are boiled with 0.34 ml (3.50 mmol) of acetic anhydride in 20 ml of glacial acetic acid for 45 minutes. The cooled solution is extensively concentrated by evaporation under vacuum and the residue is taken up with 10 ml of water. The resulting solution is adjusted to pH 9 with 10% ammonia. After concentration of this solution by evaporation to about one-third of its volume and cooling... The reactants are CN, CCOC(=O)C=C1CSC2=C(C(=O)OC(C)C)C(C)CN12. Yields the product CNC(=O)C=C1CSC2=C(C(=O)OC(C)C)C(C)CN12. Reaction SMILES: [CH3:22][NH2:23].[CH:1]([CH3:2])([CH3:3])[O:4][C:5](=[O:6])[C:7]1=[C:11]2[N:10]([CH2:9][CH:8]1[CH3:21])[C:14](=[CH:15][C:16](=[O:17])[O:18][CH2:19][CH3:20])[CH2:13][S:12]2>>[CH:1]([CH3:2])([CH3:3])[O:4][C:5](=[O:6])[C:7]1=[C:11]2[N:10]([CH2:9][CH:8]1[CH3:21])[C:14](=[CH:15][C:16](=[O:17])[NH:23][CH3:22])[CH2:13][S:12]2. Product: C=O, Nc1nc(N)nc(N)n1. RXN SMILES: [C:1]1(=[O:2])[O:3][C:4](=[O:5])[CH:6]=[CH:7]1.[CH2:27]=[O:28].[CH2:8]=[CH:9][c:10]1[cH:11][cH:12][cH:13][cH:14][cH:15]1.[NH2:18][c:19]1[n:20][c:21]([NH2:22])[n:23][c:24]([NH2:25])[n:26]1.[Na+:17].[OH-:16].[OH2:29]>>[CH2:4]=[O:5].[NH2:18][c:19]1[n:20][c:21]([NH2:22])[n:23][c:24]([NH2:25])[n:26]1. The reactants are O=C1C=CC(=O)O1, C=O, C=Cc1ccccc1, Nc1nc(N)nc(N)n1, [Na+], [OH-], O.